This data is from the Open Reaction Database (ORD), a public repository of structured organic reaction records. The task is: describe an organic reaction: reactants, conditions, products, and yield Starting materials: C(CCCCCCCCCCCCCCCCCCCCC)OC1=CC=2C(C3=CC=CC=C3C2C=C1)=O (2-docosyloxy-9-fluorenone), ClC1=CC=C(C=C1)[Mg]Br (4-Chlorophenylmagnesium bromide), Cl (hydrochloric acid). Solvent: C1CCOC1 (THF). The product is C(CCCCCCCCCCCCCCCCCCCCC)OC1=CC=2C(C3=CC=CC=C3C2C=C1)(O)C1=CC=C(C=C1)Cl (2-docosyloxy-9-(4-chlorophenyl)-9-fluorenol). The yield is 88.0%. RXN SMILES: [CH2:1]([O:23][C:24]1[CH:36]=[CH:35][C:34]2[C:33]3[C:28](=[CH:29][CH:30]=[CH:31][CH:32]=3)[C:27](=[O:37])[C:26]=2[CH:25]=1)[CH2:2][CH2:3][CH2:4][CH2:5][CH2:6][CH2:7][CH2:8][CH2:9][CH2:10][CH2:11][CH2:12][CH2:13][CH2:14][CH2:15][CH2:16][CH2:17][CH2:18][CH2:19][CH2:20][CH2:21][CH3:22].[Cl:38][C:39]1[CH:44]=[CH:43][C:42]([Mg]Br)=[CH:41][CH:40]=1.Cl>C1COCC1>[CH2:1]([O:23][C:24]1[CH:36]=[CH:35][C:34]2[C:33]3[C:28](=[CH:29][CH:30]=[CH:31][CH:32]=3)[C:27]([C:42]3[CH:43]=[CH:44][C:39]([Cl:38])=[CH:40][CH:41]=3)([OH:37])[C:26]=2[CH:25]=1)[CH2:2][CH2:3][CH2:4][CH2:5][CH2:6][CH2:7][CH2:8][CH2:9][CH2:10][CH2:11][CH2:12][CH2:13][CH2:14][CH2:15][CH2:16][CH2:17][CH2:18][CH2:19][CH2:20][CH2:21][CH3:22]. Procedure: Under a nitrogen atmosphere, 2-docosyloxy-9-fluorenone (250 mg, 0.50 mmol) prepared in the above-mentioned 1-1 was suspended in THF (2.5 ml), and dissolved at 50° C. 4-Chlorophenylmagnesium bromide solution was added dropwise, and the mixture was stirred. After completion of the reaction, the reaction mixture was cooled to room temperature, 1N hydrochloric acid was added dropwise thereto in a water bath until foaming stopped to quench the reaction. The mixture was extracted with chloroform (15 m... Reaction SMILES: [CH3:1][O:2][c:3]1[cH:4][cH:5][c:6]([CH2:7][S:8][CH:9]2[CH2:10][CH:11]([C:27](=[O:28])[NH:29][NH2:30])[N:12]([S:14](=[O:15])(=[O:16])[c:17]3[cH:18][c:19]4[cH:20][cH:21][cH:22][cH:23][c:24]4[cH:25][cH:26]3)[CH2:13]2)[cH:31][cH:32]1.[CH:40]([SiH:41]([CH:42]([CH3:43])[CH3:44])[CH:45]([CH3:46])[CH3:47])([CH3:48])[CH3:49].[F:33][C:34]([F:35])([F:36])[C:37]([OH:38])=[O:39]>>[SH:8][CH:9]1[CH2:10][CH:11]([C:27](=[O:28])[NH:29][NH2:30])[N:12]([S:14](=[O:15])(=[O:16])[c:17]2[cH:18][c:19]3[cH:20][cH:21][cH:22][cH:23][c:24]3[cH:25][cH:26]2)[CH2:13]1. Yields the product NNC(=O)C1CC(S)CN1S(=O)(=O)c1ccc2ccccc2c1. Reactants: COc1ccc(CSC2CC(C(=O)NN)N(S(=O)(=O)c3ccc4ccccc4c3)C2)cc1, CC(C)[SiH](C(C)C)C(C)C, O=C(O)C(F)(F)F. Starting materials: COC(=O)c1ccc(OCc2ccccc2)cc1OC, CCOC(C)=O. Product: COC(=O)c1ccc(O)cc1OC. As a reaction SMILES: [CH3:1][O:2][c:3]1[c:4]([C:5](=[O:6])[O:7][CH3:8])[cH:9][cH:10][c:11]([O:13][CH2:14][c:15]2[cH:16][cH:17][cH:18][cH:19][cH:20]2)[cH:12]1.[CH3:21][CH2:22][O:23][C:24]([CH3:25])=[O:26]>>[CH3:1][O:2][c:3]1[c:4]([C:5](=[O:6])[O:7][CH3:8])[cH:9][cH:10][c:11]([OH:13])[cH:12]1. Reactants: Cl.C(CCCCCCC)C1C(C2=CC(=CC=C2C1)C(N)=N)=O (2-octyl-6-amidino-1-indanone hydrochloride), C[O-].[Na+] (sodium methylate), α-decyl-β-dimethylaminoacrolein. The solvent is CO (methanol). The product is C(CCCCCCC)C1C(C2=CC(=CC=C2C1)C1=NC=C(C=N1)CCCCCCCCCC)=O (2-octyl-6-(5-decylpyrimidine-2-yl)-1-indanone). The yield is 82.3%. Reaction SMILES: Cl.[CH2:2]([CH:10]1[CH2:18][C:17]2[C:12](=[CH:13][C:14]([C:19](=[NH:21])[NH2:20])=[CH:15][CH:16]=2)[C:11]1=[O:22])[CH2:3][CH2:4][CH2:5][CH2:6][CH2:7][CH2:8][CH3:9].C[O-].[Na+]>CO>[CH2:2]([CH:10]1[CH2:18][C:17]2[C:12](=[CH:13][C:14]([C:19]3[N:20]=[CH:13][C:12]([CH2:11][CH2:10][CH2:2][CH2:3][CH2:4][CH2:5][CH2:6][CH2:7][CH2:8][CH3:9])=[CH:17][N:21]=3)=[CH:15][CH:16]=2)[C:11]1=[O:22])[CH2:3][CH2:4][CH2:5][CH2:6][CH2:7][CH2:8][CH3:9] |f:0.1,2.3|. Procedure details: 1.0 g (3.1 mM) of 2-octyl-6-amidino-1-indanone hydrochloride, 0.38 g (7.0 mM) of sodium methylate, 0.78 g (3.26 mM) of α-decyl-β-dimethylaminoacrolein and 10 ml of methanol were placed in a 10 ml-round bottomed flask, followed by refluxing for 17 hours under stirring. After the reaction, the reaction mixture was cooled on an ice water bath to precipitate a crystal. The crystal was recovered by filtration and purified by silica gel column chromatography (eluent: toluene/ethyl acetate=100/1), foll... Starting materials: CC=1C(=CC=2C(CCC(C2C1)(C)C)(C)C)C(C=C)C1=CC=C(C#N)C=C1 (4-[1-(5,6,7,8-tetrahydro-3,5,5,8,8-pentamethyl-2-naphthalenyl)-2-propenyl]benzonitrile), O.NC1=NN=NN1 (5-aminotetrazole monohydrate), N,N′-carbonyldi-imidazole, CC=1C(=CC=2C(CCC(C2C1)(C)C)(C)C)C(C=C)C1=CC=C(C#N)C=C1 (4-[1-(5,6,7,8-tetrahydro-3,5,5,8,8-pentamethyl-2-naphthalenyl)-2-propenyl]benzonitrile), CC1(C=2C=CC(=CC2C(CC1)(C)C)C(C=C)C1=CC=C(C(=O)O)C=C1)C (4-[1-(5,6,7,8-tetrahydro-5,5,8,8-tetramethyl-2-naphthalenyl)-2-propenyl]benzoic acid). The solvent is C1CCOC1 (THF). Reaction conditions: time 30 minute. Product: white solid, CC1(C=2C=CC(=CC2C(CC1)(C)C)C(C=C)C1=CC=C(C(=O)NC2=NN=NN2)C=C1)C (4-[1-(5,6,7,8-tetrahydro-5,5,8,8-tetramethyl-2-naphthalenyl)-2-propenyl]-N-(tetrazol-5-yl)-benzamide). Yield: 12.0%. Reaction SMILES: CC1C(C(C2C=CC(C#N)=CC=2)C=C)=CC2C(C)(C)CCC(C)(C)C=2C=1.[CH3:27][C:28]1([CH3:52])[CH2:37][CH2:36][C:35]([CH3:39])([CH3:38])[C:34]2[CH:33]=[C:32]([CH:40]([C:43]3[CH:51]=[CH:50][C:46]([C:47](O)=[O:48])=[CH:45][CH:44]=3)[CH:41]=[CH2:42])[CH:31]=[CH:30][C:29]1=2.O.[NH2:54][C:55]1[NH:59][N:58]=[N:57][N:56]=1>C1COCC1>[CH3:27][C:28]1([CH3:52])[CH2:37][CH2:36][C:35]([CH3:39])([CH3:38])[C:34]2[CH:33]=[C:32]([CH:40]([C:43]3[CH:51]=[CH:50][C:46]([C:47]([NH:54][C:55]4[NH:59][N:58]=[N:57][N:56]=4)=[O:48])=[CH:45][CH:44]=3)[CH:41]=[CH2:42])[CH:31]=[CH:30][C:29]1=2 |f:2.3|. Reported procedure: 1 equivalent of N,N′-carbonyldi-imidazole (Aldrich, 0.46 g, 0.29 mmol) is added, at ambient temperature to a solution of acid (E) 4-[1-(5,6,7,8-tetrahydro-5,5,8,8-tetramethyl-2-naphthalenyl)-2-propenyl]benzoic acid (0.10 g, 0.29 mmol) in 5 ml of anhydrous THF. Half an hour later, 1 equivalent of 5-aminotetrazole monohydrate (Aldrich, 0.30 g, 0.29 mmol) is added. The magnetic stirring is continued for 15 hours 30 minutes. A white precipitate forms in the reaction medium. The mixture is evaporated...